From a dataset of the Open Reaction Database (ORD), a public repository of structured organic reaction records. describe an organic reaction: reactants, conditions, products, and yield As a reaction SMILES: [C:1]([O:5][C:6]([N:8]1[CH2:20][C@@H:19]([CH3:21])[N:18]2[C@H:10]([CH2:11][C:12]3[C:17]2=[N:16][C:15]([CH2:22][O:23]CCO)=[CH:14][CH:13]=3)[CH2:9]1)=[O:7])([CH3:4])([CH3:3])[CH3:2].CCN(P1(N(C)CCCN1C)=NC(C)(C)C)CC.[CH:45]([N:48]=[C:49]=[O:50])([CH3:47])[CH3:46].C(O)C(N)(CO)CO.C([O-])(=O)C.[NH4+]>CO.O.C(Cl)Cl>[C:1]([O:5][C:6]([N:8]1[CH2:20][C@@H:19]([CH3:21])[N:18]2[C@H:10]([CH2:11][C:12]3[C:17]2=[N:16][C:15]([CH2:22][O:23][C:49](=[O:50])[NH:48][CH:45]([CH3:47])[CH3:46])=[CH:14][CH:13]=3)[CH2:9]1)=[O:7])([CH3:2])([CH3:4])[CH3:3] |f:4.5|. The reactants are C(C(CO)(CO)N)O (Trisamine), C(C)(=O)[O-].[NH4+] (ammonium acetate), C(C)(C)N=C=O (isopropyl isocyanate), C(C)(C)(C)OC(=O)N1C[C@H]2CC3=CC=C(N=C3N2[C@@H](C1)C)COCCO ((4R,9aR)-6-(2-hydroxy-ethoxymethyl)-4-methyl-3,4,9,9a-tetrahydro-1H-2,4a,5-triaza-fluorene-2-carboxylic acid tert-butyl ester), C(C)(C)(C)OC(=O)N1C[C@H]2CC3=CC=C(N=C3N2[C@@H](C1)C)COCCO ((4R,9aR)-6-(2-hydroxy-ethoxymethyl)-4-methyl-3,4,9,9a-tetrahydro-1H-2,4a,5-triaza-fluorene-2-carboxylic acid tert-butyl ester), CCN(CC)P1(=NC(C)(C)C)N(CCCN1C)C (BEMP). Yields the product C(C)(C)(C)OC(=O)N1C[C@H]2CC3=CC=C(N=C3N2[C@@H](C1)C)COC(NC(C)C)=O ((4R,9aR)-6-Isopropylcarbamoyloxymethyl-4-methyl-3,4,9,9a-tetrahydro-1H-2,4a,5-triaza-fluorene-2-carboxylic acid tert-butyl ester). Reaction conditions: time 5 minute. Procedure: A solution of (4R,9aR)-6-hydroxymethyl-4-methyl-3,4,9,9a-tetrahydro-1H-2,4a,5-triaza-fluorene-2-carboxylic acid tert-butyl ester (Example 15, intermediate b) (0.01 g, 0.03 mmol) and DCM (1 mL) was added to PS-BEMP (2.2 mmol/g, 0.03 g, 0.06 mmol). The mixture was shaken at room temperature for 5 min, isopropyl isocyanate (17 μL, 0.15 mmol) was added, the mixture was heated at 40° C. and left to shake for 24 h. PS-Trisamine (4.7 mmol/g, 0.06 g, 0.3 mmol) and DCM (1 mL) were added and the reaction ... Solvent: C(Cl)Cl (DCM), CO (methanol), CO (methanol), O (water), CO (methanol), C(Cl)Cl (DCM). Isolated yield 436.7%. The reactants are ClC(=O)OCC (ethyl chloroformate), [Li+].CC(C)[N-]C(C)C (LDA), [Li]CCCC (n-BuLi), C(C)(C)NC(C)C (diisopropylamine), FC(C1=NC(=CC(=C1C(=O)OCC)Cl)C(F)(F)F)(F)F (Ethyl 2,6-bis(trifluoromethyl)-4-chloro-3-pyridinecarboxylate). The solvent is COCCOC (DME), COCCOC (DME). Run at time 5 minute. Yields the product FC(C1=NC(=C(C(=C1C(=O)OCC)Cl)C(=O)OCC)C(F)(F)F)(F)F (Diethyl 2,6-bis(trifluoromethyl)-4-chloro-3,5-pyridinedicarboxylate). Yield: 30.0%. RXN SMILES: [Li+].CC([N-]C(C)C)C.[Li]CCCC.C(NC(C)C)(C)C.[F:21][C:22]([F:40])([F:39])[C:23]1[C:28]([C:29]([O:31][CH2:32][CH3:33])=[O:30])=[C:27]([Cl:34])[CH:26]=[C:25]([C:35]([F:38])([F:37])[F:36])[N:24]=1.Cl[C:42]([O:44][CH2:45][CH3:46])=[O:43]>COCCOC>[F:40][C:22]([F:21])([F:39])[C:23]1[C:28]([C:29]([O:31][CH2:32][CH3:33])=[O:30])=[C:27]([Cl:34])[C:26]([C:42]([O:44][CH2:45][CH3:46])=[O:43])=[C:25]([C:35]([F:36])([F:37])[F:38])[N:24]=1 |f:0.1|. Reported procedure: To a cold (-78° C.) solution of LDA, from 0.0155 mol of n-BuLi, 0.0157 mol (2.2 ml) of diisopropylamine and 30 ml of dry DME was added a solution of 3.2 g (0.01 mol) of product of Example 9 in 5 ml of DME. The resulting purple solution was stirred for 5 minutes and treated with 4 ml of ethyl chloroformate. The mixture was stirred at -78° C. for 10 minutes, the cooling bath was removed, and the reaction mixture was stirred for an additional 30 minutes, then poured into water. The mixture was extr... The solvent is CO (methanol). The reagents and catalysts are [C].[Pd] (palladium-carbon). The yield is 71.4%. Reactants: C(=C)(C)C=1C=NC(=NC1)N1CCC(CC1)C=1C=CC(=NC1)COC1=CC=C(C=C1)S(=O)(=O)C (5-Isopropenyl-2-[4-[2-(4-methanesulfonylphenoxymethyl)pyridin-5-yl]piperidin-1-yl]pyrimidine). Conditions: time 1 hour. As a reaction SMILES: [C:1]([C:4]1[CH:5]=[N:6][C:7]([N:10]2[CH2:15][CH2:14][CH:13]([C:16]3[CH:17]=[CH:18][C:19]([CH2:22][O:23][C:24]4[CH:29]=[CH:28][C:27]([S:30]([CH3:33])(=[O:32])=[O:31])=[CH:26][CH:25]=4)=[N:20][CH:21]=3)[CH2:12][CH2:11]2)=[N:8][CH:9]=1)([CH3:3])=[CH2:2]>CO.[C].[Pd]>[CH:1]([C:4]1[CH:5]=[N:6][C:7]([N:10]2[CH2:15][CH2:14][CH:13]([C:16]3[CH:17]=[CH:18][C:19]([CH2:22][O:23][C:24]4[CH:25]=[CH:26][C:27]([S:30]([CH3:33])(=[O:31])=[O:32])=[CH:28][CH:29]=4)=[N:20][CH:21]=3)[CH2:12][CH2:11]2)=[N:8][CH:9]=1)([CH3:3])[CH3:2] |f:2.3|. Product: C(C)(C)C=1C=NC(=NC1)N1CCC(CC1)C=1C=CC(=NC1)COC1=CC=C(C=C1)S(=O)(=O)C (5-Isopropyl-2-[4-[2-(4-methanesulfonylphenoxymethyl)pyridin-5-yl]piperidin-1-yl]pyrimidine). Reported procedure: To a solution of 5-isopropenyl-2-[4-[2-(4-methanesulfonylphenoxymethyl)pyridin-5-yl]piperidin-1-yl]pyrimidine (Example 58) (21 mg, 0.045 mmol) in methanol (0.45 mL) was added 10% palladium-carbon (10 mg). The mixture was hydrogenated at room temperature for 1 hour and filtered through Celite pad. The filtrate was concentrated under reduced pressure. The residue was purified by silica gel column chromatography (hexane/ethyl acetate=1/2) to give the title compound as a white crystal (15 mg, yield ... The reactants are CCCS(=O)(=O)NC=1C=CC(=C(C1F)C(=O)C2=CNC3=C2C=C(C=N3)C=4C=CC(=CC4)Cl)F (Vemurafenib), OCC[N+](C)(C)C (choline). Solvent: CC(=O)C (acetone). Run at temperature 35 celsius, time 5 minute. Product: CCCS(=O)(=O)NC=1C=CC(=C(C1F)C(=O)C2=CNC3=C2C=C(C=N3)C=4C=CC(=CC4)Cl)F.OCC[N+](C)(C)C (Vemurafenib choline). The yield is 29.3%. RXN SMILES: [CH3:1][CH2:2][CH2:3][S:4]([NH:7][C:8]1[CH:9]=[CH:10][C:11]([F:33])=[C:12]([C:15]([C:17]2[C:21]3[CH:22]=[C:23]([C:26]4[CH:27]=[CH:28][C:29]([Cl:32])=[CH:30][CH:31]=4)[CH:24]=[N:25][C:20]=3[NH:19][CH:18]=2)=[O:16])[C:13]=1[F:14])(=[O:6])=[O:5].[OH:34][CH2:35][CH2:36][N+:37]([CH3:40])([CH3:39])[CH3:38]>CC(C)=O>[CH3:1][CH2:2][CH2:3][S:4]([NH:7][C:8]1[CH:9]=[CH:10][C:11]([F:33])=[C:12]([C:15]([C:17]2[C:21]3[CH:22]=[C:23]([C:26]4[CH:27]=[CH:28][C:29]([Cl:32])=[CH:30][CH:31]=4)[CH:24]=[N:25][C:20]=3[NH:19][CH:18]=2)=[O:16])[C:13]=1[F:14])(=[O:6])=[O:5].[OH:34][CH2:35][CH2:36][N+:37]([CH3:40])([CH3:39])[CH3:38] |f:3.4|. Reported procedure: To a stirred suspension of Vemurafenib base (1.5 g, 3.1 mmol) and 15 ml acetone (T=30-35° C.), 0.9 ml (3.1 mmol) choline (45% in methanol) was added. The obtained solution was stirred for 5 min at 35° C. then cooled to 5° C., stirred at this temperature for 30 min and then allowed to warm to RT. During overnightstirring in the open vial, the solvent evaporated. To the oily residue, 5 ml ethanol was added. The mixture was placed in an ultrasonic bath until a clear solution was obtained. After the... Starting materials: C(C)(C)(C)NS(=O)(=O)C1=CC(=CC=C1)C1=CC=C2C=NC(=NN21)O (N-tert-butyl-3-(2-hydroxy-pyrrolo[2,1-f][1,2,4]triazin-7-yl)-benzenesulfonamide), CN1N=CC2=CC(=CC=C12)N (1-methyl-1H-indazol-5-ylamine), N1N=CC2=CC(=CC=C12)N (1H-indazol-5-ylamine), CN1N=CC2=CC=C(C=C12)N (1-methyl-1H-indazol-6-ylamine). Yields the product C(C)(C)(C)NS(=O)(=O)C1=CC(=CC=C1)C1=CC=C2C=NC(=NN21)NC=2C=C1C=NNC1=CC2 (N-tert-Butyl-3-[2-(1H-indazol-5-ylamino)-pyrrolo[2,1-f][1,2,4]triazin-7-yl]-benzenesulfonamide). Reaction SMILES: [C:1]([NH:5][S:6]([C:9]1[CH:14]=[CH:13][CH:12]=[C:11]([C:15]2[N:23]3[C:18]([CH:19]=[N:20][C:21](O)=[N:22]3)=[CH:17][CH:16]=2)[CH:10]=1)(=[O:8])=[O:7])([CH3:4])([CH3:3])[CH3:2].[NH:25]1[C:33]2[C:28](=[CH:29][C:30]([NH2:34])=[CH:31][CH:32]=2)[CH:27]=[N:26]1.CN1C2C(=CC=C(N)C=2)C=N1.CN1C2C(=CC(N)=CC=2)C=N1>>[C:1]([NH:5][S:6]([C:9]1[CH:14]=[CH:13][CH:12]=[C:11]([C:15]2[N:23]3[C:18]([CH:19]=[N:20][C:21]([NH:34][C:30]4[CH:29]=[C:28]5[C:33](=[CH:32][CH:31]=4)[NH:25][N:26]=[CH:27]5)=[N:22]3)=[CH:17][CH:16]=2)[CH:10]=1)(=[O:8])=[O:7])([CH3:4])([CH3:3])[CH3:2]. Procedure details: Following the procedure of Example 1311c, N-tert-butyl-3-(2-hydroxy-pyrrolo[2,1-f][1,2,4]triazin-7-yl)-benzenesulfonamide (225 mg, 0.650 mmol) was coupled in parallel fashion with 1H-indazol-5-ylamine (36 mg, 0.27 mmol), [1-methyl-1H-indazol-6-ylamine (43 mg, 0.29 mmol), and 1-methyl-1H-indazol-5-ylamine (41 mg, 0.28 mmol). After evaporation of solvent, residues were purified with ISCO chromatography unit outfitted with a 12 g silica gel column and eluted with a gradient of DCM/MeOH to afford ti... Starting materials: FC1=C(C=C(C=C1)CC=C)OC1=CC=CC=C1 (3-(4-fluoro-3-phenoxyphenyl)-1-propene), hydrogen hexachloroplatinate hydrate, C[SiH](Cl)C (dimethylchlorosilane). Solvent: O1CCCC1 (tetrahydrofuran). Run at time 8 hour. The product is FC1=C(C=C(C=C1)CCC[Si](Cl)(C)C)OC1=CC=CC=C1 ([3-(4 -fluoro-3-phenoxyphenyl)propyl]dimethylchlorosilane). Reaction SMILES: [F:1][C:2]1[CH:7]=[CH:6][C:5]([CH2:8][CH:9]=[CH2:10])=[CH:4][C:3]=1[O:11][C:12]1[CH:17]=[CH:16][CH:15]=[CH:14][CH:13]=1.[CH3:18][SiH:19]([CH3:21])[Cl:20]>O1CCCC1>[F:1][C:2]1[CH:7]=[CH:6][C:5]([CH2:8][CH2:9][CH2:10][Si:19]([CH3:21])([CH3:18])[Cl:20])=[CH:4][C:3]=1[O:11][C:12]1[CH:13]=[CH:14][CH:15]=[CH:16][CH:17]=1. Procedure: To a stirred mixture of 4.1 g (0.018 mole) of 3-(4-fluoro-3-phenoxyphenyl)-1-propene and 0.060 g (0.00015 mole) of hydrogen hexachloroplatinate hydrate in 15 mL of tetrahydrofuran was added slowly 2.0 g (0.021 mole) of dimethylchlorosilane. Upon completion of addition the reaction mixture was stirred overnight and then was used without further purification. The reactants are O=C([O-])[O-], CCCCCC, CS(C)=O, COc1ccc(N)cc1, [K+], [K+], O, ClCCOc1ccc2ccccc2c1, c1ccccc1. Reaction SMILES: [C:1](=[O:2])([O-:3])[O-:4].[CH3:30][CH2:31][CH2:32][CH2:33][CH2:34][CH3:35].[CH3:42][S:43]([CH3:44])=[O:45].[CH3:7][O:8][c:9]1[cH:10][cH:11][c:12]([NH2:15])[cH:13][cH:14]1.[K+:5].[K+:6].[OH2:46].[cH:16]1[c:17]([O:26][CH2:27][CH2:28][Cl:29])[cH:18][cH:19][c:20]2[cH:21][cH:22][cH:23][cH:24][c:25]12.[cH:36]1[cH:37][cH:38][cH:39][cH:40][cH:41]1>>[CH3:7][O:8][c:9]1[cH:10][cH:11][c:12]([NH:15][CH2:28][CH2:27][O:26][c:17]2[cH:16][c:25]3[c:20]([cH:19][cH:18]2)[cH:21][cH:22][cH:23][cH:24]3)[cH:13][cH:14]1. The product is COc1ccc(NCCOc2ccc3ccccc3c2)cc1. Reactants: C(C)(C)(C)OC(NC1=C(C=C(C=C1)C1=C(C=CC=C1)F)N)=O ((3-amino-2′-fluoro-biphenyl-4-yl)-carbamic acid tert.-butyl ester), C(C)(C)(C)OC(CC(=O)C=1SC(=CC1)C#N)=O (3-(5-cyano-thiophen-2-yl)-3-oxo-propionic acid tert.-butyl ester). Yields the product C(C)(C)(C)OC(NC1=C(C=C(C=C1)C1=C(C=CC=C1)F)NC(CC(=O)C=1SC(=CC1)C#N)=O)=O ({3-[3-(5-Cyano-thiophen-2-yl)-3-oxo-propionylamino]-2′-fluoro-biphenyl-4-yl}-carbamic acid tert.-butyl ester). Isolated yield 94.1%. Reaction SMILES: [C:1]([O:5][C:6](=[O:22])[NH:7][C:8]1[CH:13]=[CH:12][C:11]([C:14]2[CH:19]=[CH:18][CH:17]=[CH:16][C:15]=2[F:20])=[CH:10][C:9]=1[NH2:21])([CH3:4])([CH3:3])[CH3:2].C([O:27][C:28](=O)[CH2:29][C:30]([C:32]1[S:33][C:34]([C:37]#[N:38])=[CH:35][CH:36]=1)=[O:31])(C)(C)C>>[C:1]([O:5][C:6](=[O:22])[NH:7][C:8]1[CH:13]=[CH:12][C:11]([C:14]2[CH:19]=[CH:18][CH:17]=[CH:16][C:15]=2[F:20])=[CH:10][C:9]=1[NH:21][C:28](=[O:27])[CH2:29][C:30]([C:32]1[S:33][C:34]([C:37]#[N:38])=[CH:35][CH:36]=1)=[O:31])([CH3:4])([CH3:2])[CH3:3]. Reported procedure: Prepared from (3-amino-2′-fluoro-biphenyl-4-yl)-carbamic acid tert.-butyl ester (Example G37) (302 mg, 1.0 mmol) and 3-(5-cyano-thiophen-2-yl)-3-oxo-propionic acid tert.-butyl ester (Example H17) (276 mg, 1.1 mmol) according to the general procedure K. Obtained as a yellow solid (451 mg). The reactants are COC=1C=C2C=CNC2=CC1 (5-methoxy-1H-indole), CC(C)([O-])C.[K+] (potassium tert-butoxide), NCl (NH2Cl). The solvent is CN(C)C=O (DMF), CCOCC (ether). Run at time 2 hour. Product: COC=1C=C2C=CN(C2=CC1)N (5-methoxy-indole-1-ylamine). Yield: 14.0%. RXN SMILES: [CH3:1][O:2][C:3]1[CH:4]=[C:5]2[C:9](=[CH:10][CH:11]=1)[NH:8][CH:7]=[CH:6]2.CC(C)([O-])C.[K+].[NH2:18]Cl>CN(C=O)C.CCOCC>[CH3:1][O:2][C:3]1[CH:4]=[C:5]2[C:9](=[CH:10][CH:11]=1)[N:8]([NH2:18])[CH:7]=[CH:6]2 |f:1.2|. Procedure details: A solution of 5-methoxy-1H-indole (16.9 mmol) and potassium tert-butoxide (33.8 mmol) in DMF (76 mL) is stirred at rt under N2 for 2 h. 0.15 M NH2Cl in ether (169.2 mL) is added drop-wise for 15 minutes at rt. The reaction mixture is stirred at rt for 2 h, quenched with 5% Na2S2O3 aqueous solution (100 mL), and stirred at rt overnight. The mixture is extracted with ether. The organic layer is separated, washed with brine, dried (Na2SO4), filtered and concentrated in vacuo. The residue is purifie... Reactants: ClC=1C=C(C=C(C1O)OC)C=1C=C2C(=C(C=NC2=CC1)C(=O)C1CC1)NC1CCC(CC1)(C)N(CC=C)CC=C ({6-(3-chloro-4-hydroxy-5-methoxyphenyl)-4-[4-(diallylamino)-4-methylcyclohexylamino]quinolin-3-yl}(cyclopropyl)methanone), acid. Reagents/catalysts: C=1C=CC(=CC1)[P](C=2C=CC=CC2)(C=3C=CC=CC3)[Pd]([P](C=4C=CC=CC4)(C=5C=CC=CC5)C=6C=CC=CC6)([P](C=7C=CC=CC7)(C=8C=CC=CC8)C=9C=CC=CC9)[P](C=1C=CC=CC1)(C=1C=CC=CC1)C=1C=CC=CC1 (Pd(PPh3)4). Run in O1CCOCC1 (dioxane). Run at temperature 80 celsius. Product: NC1(CCC(CC1)NC1=C(C=NC2=CC=C(C=C12)C1=CC(=C(C(=C1)OC)O)Cl)C(=O)C1CC1)C ([4-(4-Amino-4-methylcyclohexylamino)-6-(3-chloro-4-hydroxy-5-methoxyphenyl)quinolin-3-yl](cyclopropyl)methanone), base. Isolated yield 4.0%. Reaction SMILES: [Cl:1][C:2]1[CH:3]=[C:4]([C:11]2[CH:12]=[C:13]3[C:18](=[CH:19][CH:20]=2)[N:17]=[CH:16][C:15]([C:21]([CH:23]2[CH2:25][CH2:24]2)=[O:22])=[C:14]3[NH:26][CH:27]2[CH2:32][CH2:31][C:30]([N:34](CC=C)CC=C)([CH3:33])[CH2:29][CH2:28]2)[CH:5]=[C:6]([O:9][CH3:10])[C:7]=1[OH:8]>O1CCOCC1.C1C=CC([P]([Pd]([P](C2C=CC=CC=2)(C2C=CC=CC=2)C2C=CC=CC=2)([P](C2C=CC=CC=2)(C2C=CC=CC=2)C2C=CC=CC=2)[P](C2C=CC=CC=2)(C2C=CC=CC=2)C2C=CC=CC=2)(C2C=CC=CC=2)C2C=CC=CC=2)=CC=1>[NH2:34][C:30]1([CH3:33])[CH2:31][CH2:32][CH:27]([NH:26][C:14]2[C:13]3[C:18](=[CH:19][CH:20]=[C:11]([C:4]4[CH:5]=[C:6]([O:9][CH3:10])[C:7]([OH:8])=[C:2]([Cl:1])[CH:3]=4)[CH:12]=3)[N:17]=[CH:16][C:15]=2[C:21]([CH:23]2[CH2:25][CH2:24]2)=[O:22])[CH2:28][CH2:29]1 |^1:50,52,71,90|. Procedure details: To a solution of {6-(3-chloro-4-hydroxy-5-methoxyphenyl)-4-[4-(diallylamino)-4-methylcyclohexylamino]quinolin-3-yl}(cyclopropyl)methanone (49 mg, 0.088 mmol) in dioxane (3 mL) was added Pd(PPh3)4 (10 mg, 0.008 mmol) and N,N-dimethylbartituric acid (68 mg, 0.438 mmol). The resultant mixture purged with N2 and heated to 80° C. for 16 h. The solution was allowed to cool to rt, diluted with ethyl acetate, filtered and concentrated. The resultant residue was purified by preparative HPLC (C18 silica, ...